This data is from the Open Reaction Database (ORD), a public repository of structured organic reaction records. The task is: describe an organic reaction: reactants, conditions, products, and yield Reactants: CC(=O)CC=C=C(C)CCC1CC1(C)C, CO, Cc1ccccc1, Cc1ccc(S(=O)(=O)O)cc1. Yields the product CC(=O)C=CC=C(C)CCC1CC1(C)C. RXN SMILES: [CH3:1][C:2]1([CH3:15])[CH:3]([CH2:5][CH2:6][C:7](=[C:8]=[CH:9][CH2:10][C:11]([CH3:12])=[O:13])[CH3:14])[CH2:4]1.[CH3:27][OH:28].[CH3:29][c:30]1[cH:31][cH:32][cH:33][cH:34][cH:35]1.[c:16]1([CH3:17])[cH:18][cH:19][c:20]([S:21]([OH:22])(=[O:23])=[O:24])[cH:25][cH:26]1>>[CH3:1][C:2]1([CH3:15])[CH:3]([CH2:5][CH2:6][C:7](=[CH:8][CH:9]=[CH:10][C:11]([CH3:12])=[O:13])[CH3:14])[CH2:4]1.